From a dataset of the Open Reaction Database (ORD), a public repository of structured organic reaction records. describe an organic reaction: reactants, conditions, products, and yield The reactants are CC(C)(C)N, CC#N, C#CC1CCC(C#N)N1C(=O)CCl. Product: C#CC1CCC(C#N)N1C(=O)CNC(C)(C)C. RXN SMILES: [CH3:14][C:15]([CH3:16])([CH3:17])[NH2:18].[CH3:19][C:20]#[N:21].[Cl:1][CH2:2][C:3](=[O:4])[N:5]1[CH:6]([C:12]#[N:13])[CH2:7][CH2:8][CH:9]1[C:10]#[CH:11]>>[CH2:2]([C:3](=[O:4])[N:5]1[CH:6]([C:12]#[N:13])[CH2:7][CH2:8][CH:9]1[C:10]#[CH:11])[NH:18][C:15]([CH3:14])([CH3:16])[CH3:17]. The solvent is CCOCC.CCCCCC (Et2O Hexane), CCOCC.CCCCCC (Et2O Hexane). The reactants are C1(O)=CC(O)=CC=C1 (Resorcinol), OC(C(=O)O)C1=CC=CC=C1 (hydroxyphenyl acetic acid), B(F)(F)F.CCOCC (borontrifluoride etherate), CS(=O)(=O)Cl (methanesulphonyl chloride), ice. Reported procedure: Resorcinol (29 mmol) and 4 hydroxyphenyl acetic acid (29 mmol) were dissolved into freshly distilled borontrifluoride etherate (20 mol eq) under nitrogen. The resulting mixture was stirred and heated at 70° C. for overnight. The reaction was monitored by TLC (80% Et2O/Hexane). The resulting mixture was cooled down at room temperature, then N,N-dimthylformamide (46.2 mL) was added dropwise. The mixture was again heated up at 50° C. for 30 minutes, then methanesulphonyl chloride (7 mL in 10 mL DMF... Conditions: temperature 70 celsius, time 10 hour. As a reaction SMILES: [C:1]1([CH:8]=[CH:7][CH:6]=[C:4]([OH:5])[CH:3]=1)[OH:2].O[CH:10]([C:14]1[CH:19]=CC=[CH:16][CH:15]=1)[C:11]([OH:13])=O.B(F)(F)F.CC[O:26][CH2:27][CH3:28].[CH3:29]S(Cl)(=O)=O>CCOCC.CCCCCC>[CH:15]1[C:14]([C:10]2[C:11](=[O:13])[C:8]3[CH:7]=[CH:6][C:4]([OH:5])=[CH:3][C:1]=3[O:2][CH:29]=2)=[CH:19][CH:28]=[C:27]([OH:26])[CH:16]=1 |f:2.3,5.6|. Isolated yield 44.0%. Product: C1=CC(=CC=C1C2=COC=3C=C(C=CC3C2=O)O)O (daidzein).